This data is from the Open Reaction Database (ORD), a public repository of structured organic reaction records. The task is: describe an organic reaction: reactants, conditions, products, and yield Starting materials: C1(CCCC1)N1C2=C(C3=C1N=C(N=C3)NC3=NC=1CCNCC1C=C3)C=CN=C2 (9-cyclopentyl-N-(5,6,7,8-tetrahydro-1,6-naphthyridin-2-yl)-9H-pyrido[4′,3′:4,5]pyrrolo[2,3-d]pyrimidin-2-amine), OCC(=O)O (2-hydroxyacetic acid), C(CCl)Cl (EDC), ON1N=NC2=C1C=CC=C2 (N-hydroxybenzotriazole), C(C)(C)N(C(C)C)CC (N,N-diisopropylethylamine). RXN SMILES: [CH:1]1([N:6]2[C:10]3[N:11]=[C:12]([NH:15][C:16]4[CH:25]=[CH:24][C:23]5[CH2:22][NH:21][CH2:20][CH2:19][C:18]=5[N:17]=4)[N:13]=[CH:14][C:9]=3[C:8]3[CH:26]=[CH:27][N:28]=[CH:29][C:7]2=3)[CH2:5][CH2:4][CH2:3][CH2:2]1.[OH:30][CH2:31][C:32](O)=[O:33].C(Cl)CCl.ON1C2C=CC=CC=2N=N1.C(N(CC)C(C)C)(C)C>CN(C=O)C>[CH:1]1([N:6]2[C:10]3[N:11]=[C:12]([NH:15][C:16]4[CH:25]=[CH:24][C:23]5[CH2:22][N:21]([C:31](=[O:30])[CH2:32][OH:33])[CH2:20][CH2:19][C:18]=5[N:17]=4)[N:13]=[CH:14][C:9]=3[C:8]3[CH:26]=[CH:27][N:28]=[CH:29][C:7]2=3)[CH2:2][CH2:3][CH2:4][CH2:5]1. Procedure: To a solution of 9-cyclopentyl-N-(5,6,7,8-tetrahydro-1,6-naphthyridin-2-yl)-9H-pyrido[4′,3′:4,5]pyrrolo[2,3-d]pyrimidin-2-amine (21) (145 mg, 0.367 mmol) in DMF (10 mL) were added 2-hydroxyacetic acid (34.3 mg, 0.451 mmol), EDC (191.7 mg, 0.451 mmol), N-hydroxybenzotriazole (61 mg, 0.451 mmol), and N,N-diisopropylethylamine (157 uL, 0.903 mmol). The mixture thus obtained was stirred at room temperature for 2 hours. The reaction mixture was concentrated, and the residue was purified by flash chro... Product: C1(CCCC1)N1C2=C(C3=C1N=C(N=C3)NC3=NC=1CCN(CC1C=C3)C(CO)=O)C=CN=C2 (1-(2-((9-cyclopentyl-9H-pyrido[4′,3′:4,5]pyrrolo[2,3-d]pyrimidin-2-yl)amino)-7,8-dihydro-1,6-naphthyridin-6(5H)-yl)-2-hydroxyethanone). Run in CN(C)C=O (DMF). Isolated yield 71.9%. Run at time 2 hour. Reactants: BrC=1C=C(C(=O)OCC)C=CC1 (ethyl 3-bromobenzoate), ClC1=CC=CC(=N1)C (6-chloro-2-picoline). Yields the product BrC=1C=C(C=CC1)C(CC1=NC(=CC=C1)Cl)=O (1-(3-bromophenyl)-2-(6-chloro-2-pyridinyl)ethanone). The yield is 86.9%. RXN SMILES: [Br:1][C:2]1[CH:3]=[C:4]([CH:10]=[CH:11][CH:12]=1)[C:5]([O:7]CC)=O.[Cl:13][C:14]1[N:19]=[C:18]([CH3:20])[CH:17]=[CH:16][CH:15]=1>>[Br:1][C:2]1[CH:3]=[C:4]([C:5](=[O:7])[CH2:20][C:18]2[CH:17]=[CH:16][CH:15]=[C:14]([Cl:13])[N:19]=2)[CH:10]=[CH:11][CH:12]=1. Procedure details: In a similar manner as described in Example 1 from ethyl 3-bromobenzoate (50.6 g, 220 mmol) and 6-chloro-2-picoline (24 mL, 220 mmol), 1-(3-bromophenyl)-2-(6-chloro-2-pyridinyl)ethanone (59.4 g, 87%) was obtained as a yellow solid. 1H NMR (CDCl3): δ 7.96 (broad s, 1H), 7.71 (d, 1H), 7.35–7.25 (m, 3H), 6.98 (t, 1H), 6.81 (d, 1H), 6.58 (d, 1H), 5.84 (s, 1H); MS m/z 310 (M+1). The reactants are FC(C1=NN2C(C=NC=C2)=N1)(F)F (2-(trifluoromethyl)[1,2,4]triazolo[1,5-a]pyrazine), FC(C1=NN2C(C=NC=C2)=N1)(F)F (2-(trifluoromethyl)[1,2,4]triazolo[1,5-a]pyrazine), BrBr (bromine). The solvent is C(C)O (ethanol). Conditions: time 20 minute. Product: Br.BrC1=CN=CC=2N1N=C(N2)C(F)(F)F (5-Bromo-2-(trifluoromethyl)[1,2,4]triazolo[1,5-a]pyrazine, hydrobromide). As a reaction SMILES: [F:1][C:2]([F:13])([F:12])[C:3]1[N:11]=[C:6]2[CH:7]=[N:8][CH:9]=[CH:10][N:5]2[N:4]=1.[Br:14]Br>C(O)C>[BrH:14].[Br:14][C:10]1[N:5]2[N:4]=[C:3]([C:2]([F:12])([F:1])[F:13])[N:11]=[C:6]2[CH:7]=[N:8][CH:9]=1 |f:3.4|. Procedure details: A solution of 500 mg (2.66 mmol) of 2-(trifluoromethyl)[1,2,4]triazolo[1,5-a]pyrazine (Intermediate 7, Step C) in 2.5 mL of dry ethanol, stirred at 0° C. under protection from moisture, was treated dropwise with 0.151 mL (2.92 mmol) of bromine. After 20 minutes at 0° C., the solution was concentrated and dried to give the title compound as an orange solid. LC-MS 267, 269 (M+1).